From a dataset of the Open Reaction Database (ORD), a public repository of structured organic reaction records. describe an organic reaction: reactants, conditions, products, and yield Reactants: C(CCC)C1=NN=C(N1CC1=CC=C(C=C1)OC(C1=NN=NN1)C1=CC=CC=C1)SCC1=CC=C(C=C1)[N+](=O)[O-] (3-Butyl-5-(4-nitrobenzylthio)-4-[[4-[1-phenyl-1-(tetrazol-5-yl)methoxy]phenyl]methyl]-4H-1,2,4-triazole), OO (hydrogen peroxide). Solvent: C(C)(=O)O (acetic acid). Reaction conditions: time 17.5 hour. Product: C(CCC)C1=NN=C(N1CC1=CC=C(C=C1)OC(C1=NN=NN1)C1=CC=CC=C1)S(=O)CC1=CC=C(C=C1)[N+](=O)[O-] (3-Butyl-5-(4-nitrobenzylsulfinyl)-4-[[4-[1-phenyl-1-(tetrazol-5-yl)methoxy]phenyl]methyl]-4H-1,2,4-triazole). As a reaction SMILES: [CH2:1]([C:5]1[N:9]([CH2:10][C:11]2[CH:16]=[CH:15][C:14]([O:17][CH:18]([C:24]3[CH:29]=[CH:28][CH:27]=[CH:26][CH:25]=3)[C:19]3[NH:23][N:22]=[N:21][N:20]=3)=[CH:13][CH:12]=2)[C:8]([S:30][CH2:31][C:32]2[CH:37]=[CH:36][C:35]([N+:38]([O-:40])=[O:39])=[CH:34][CH:33]=2)=[N:7][N:6]=1)[CH2:2][CH2:3][CH3:4].[OH:41]O>C(O)(=O)C>[CH2:1]([C:5]1[N:9]([CH2:10][C:11]2[CH:12]=[CH:13][C:14]([O:17][CH:18]([C:24]3[CH:29]=[CH:28][CH:27]=[CH:26][CH:25]=3)[C:19]3[NH:20][N:21]=[N:22][N:23]=3)=[CH:15][CH:16]=2)[C:8]([S:30]([CH2:31][C:32]2[CH:33]=[CH:34][C:35]([N+:38]([O-:40])=[O:39])=[CH:36][CH:37]=2)=[O:41])=[N:7][N:6]=1)[CH2:2][CH2:3][CH3:4]. Procedure: To a stirred solution of 3-Butyl-4-[[4-[1-phenyl-1-(tetrazol-5-yl)methoxy]phenyl]methyl]-5-(4-nitrobenzylthio)-4H-1,2,4-triazole (from Example 3, Step C) in glacial acetic acid is added gradually an equal volume of 30% hydrogen peroxide (aqueous). The resulting solution is stirred at room temperature in a stoppered flask for about 15-20 hours, until TLC and/or NMR (from work-up of an aliquot) indicates complete reaction. The reaction mixture is then partitioned between ethyl acetate and dilute H...